Dataset: the Open Reaction Database (ORD), a public repository of structured organic reaction records. Task: describe an organic reaction: reactants, conditions, products, and yield Reactants: O=C([O-])[O-], COC(=O)c1ccc(Br)c(Cl)n1, [Cu]I, [K+], [K+], CN(C)C=O, O, O=S1(=O)CCCN1, O=C(CC(=O)c1ccccn1)c1ccccn1. The product is COC(=O)c1ccc(N2CCCS2(=O)=O)c(Cl)n1. Reaction SMILES: [C:37](=[O:38])([O-:39])[O-:40].[CH3:1][O:2][C:3](=[O:4])[c:5]1[n:6][c:7]([Cl:12])[c:8]([Br:11])[cH:9][cH:10]1.[Cu:48][I:49].[K+:41].[K+:42].[O:43]=[CH:44][N:45]([CH3:46])[CH3:47].[OH2:50].[S:13]1(=[O:18])(=[O:19])[NH:14][CH2:15][CH2:16][CH2:17]1.[n:20]1[cH:21][cH:22][cH:23][cH:24][c:25]1[C:26](=[O:27])[CH2:28][C:29]([c:30]1[cH:31][cH:32][cH:33][cH:34][n:35]1)=[O:36]>>[CH3:1][O:2][C:3](=[O:4])[c:5]1[n:6][c:7]([Cl:12])[c:8]([N:14]2[S:13](=[O:18])(=[O:19])[CH2:17][CH2:16][CH2:15]2)[cH:9][cH:10]1. Reactants: CCOC1=CC(C)(OC)C=C(OCC)C1=O, [O-][Cl+3]([O-])([O-])O. Yields the product C=C1C=C(OCC)C(=O)C(OCC)=C1. Reaction SMILES: [CH2:1]([CH3:2])[O:3][C:4]1=[CH:9][C:8]([CH3:10])([O:11][CH3:12])[CH:7]=[C:6]([O:13][CH2:14][CH3:15])[C:5]1=[O:16].[Cl+3:17]([OH:18])([O-:19])([O-:20])[O-:21]>>[CH2:1]([CH3:2])[O:3][C:4]1=[CH:9][C:8](=[CH2:10])[CH:7]=[C:6]([O:13][CH2:14][CH3:15])[C:5]1=[O:16]. Starting materials: CCOC(C)=O, CCOC(=O)c1nc2n(c(=O)c1OCc1ccccc1)CCOC2C, CCCCCC. Yields the product CC1OCCn2c1nc(C(=O)O)c(OCc1ccccc1)c2=O. RXN SMILES: [C:32]([O:33][CH2:34][CH3:35])(=[O:36])[CH3:37].[CH2:1]([c:2]1[cH:3][cH:4][cH:5][cH:6][cH:7]1)[O:8][c:9]1[c:10]([C:21](=[O:22])[O:23][CH2:24][CH3:25])[n:11][c:12]2[n:17]([c:18]1=[O:19])[CH2:16][CH2:15][O:14][CH:13]2[CH3:20].[CH3:26][CH2:27][CH2:28][CH2:29][CH2:30][CH3:31]>>[CH2:1]([c:2]1[cH:3][cH:4][cH:5][cH:6][cH:7]1)[O:8][c:9]1[c:10]([C:21](=[O:22])[OH:23])[n:11][c:12]2[n:17]([c:18]1=[O:19])[CH2:16][CH2:15][O:14][CH:13]2[CH3:20]. Starting materials: BrC1=C(C=C(C=C1)C(CC(C(F)(F)F)(O)C1=CC(=CC(=C1)Cl)Cl)=O)C (1-(4-bromo-3-methylphenyl)-3-(3,5-dichlorophenyl)-4,4,4-trifluoro-3-hydroxybutan-1-one), C1(=CC=CC=C1)C (toluene), C(C)(=O)OC(C)=O (acetic anhydride), Cl (hydrochloric acid). Reagents/catalysts: CN(C1=CC=NC=C1)C (4-dimethylaminopyridine). The solvent is C(C)N(CC)CC (triethylamine), O (water). Conditions: time 20 hour. Product: BrC1=C(C=C(C=C1)C(C=C(C(F)(F)F)C1=CC(=CC(=C1)Cl)Cl)=O)C (1-(4-bromo-3-methylphenyl)-3-(3,5-dichlorophenyl)-4,4,4-trifluoro-2-buten-1-one). Isolated yield 101.8%. As a reaction SMILES: [Br:1][C:2]1[CH:7]=[CH:6][C:5]([C:8](=[O:24])[CH2:9][C:10]([C:16]2[CH:21]=[C:20]([Cl:22])[CH:19]=[C:18]([Cl:23])[CH:17]=2)(O)[C:11]([F:14])([F:13])[F:12])=[CH:4][C:3]=1[CH3:25].C1(C)C=CC=CC=1.C(OC(=O)C)(=O)C.Cl>CN(C)C1C=CN=CC=1.O.C(N(CC)CC)C>[Br:1][C:2]1[CH:7]=[CH:6][C:5]([C:8](=[O:24])[CH:9]=[C:10]([C:16]2[CH:17]=[C:18]([Cl:23])[CH:19]=[C:20]([Cl:22])[CH:21]=2)[C:11]([F:13])([F:14])[F:12])=[CH:4][C:3]=1[CH3:25]. Procedure details: 0.91 g of 1-(4-bromo-3-methylphenyl)-3-(3,5-dichlorophenyl)-4,4,4-trifluoro-3-hydroxybutan-1-one, 1.82 g of toluene, 0.41 g of acetic anhydride, 24 mg of 4-dimethylaminopyridine and 0.14 g of triethylamine were fed, and stirred for 20 hours at room temperature. 1 ml of water and 0.3 ml of concentrated hydrochloric acid were added and separated. The organic phase was washed with saturated aqueous solution of sodium bicarbonate, and the solvent was distilled off under reduced pressure. 0.89 g of 1... Reactants: OC1=C2C(=CC=NC2=C(C=C1OC)[N+](=O)[O-])C (5-hydroxy-6-methoxy-4-methyl-8-nitroquinoline), BrCCCCCCC1=CC=CC=C1 (1-bromo-6-phenylhexane), CN(C)P(=O)(N(C)C)N(C)C (HMPA), C1C(C)O1 (propylene oxide), C1C(C)O1 (propylene oxide), final mixture, C1C(C)O1 (propylene oxide), BrCCCCCCC1=CC=CC=C1 (1-bromo-6-phenylhexane). The solvent is CCN(CC)CC (Et3N), CCN(CC)CC (Et3N), CCN(CC)CC (Et3N), C(Cl)(Cl)Cl (CHCl3). Conditions: time 24 hour. The product is COC=1C(=C2C(=CC=NC2=C(C1)[N+](=O)[O-])C)OCCCCCCC1=CC=CC=C1 (6-methoxy-4-methyl-8-nitro-5-(6-phenylhexoxy) quinoline). Yield: 58.3%. Reaction SMILES: [OH:1][C:2]1[C:11]([O:12][CH3:13])=[CH:10][C:9]([N+:14]([O-:16])=[O:15])=[C:8]2[C:3]=1[C:4]([CH3:17])=[CH:5][CH:6]=[N:7]2.Br[CH2:19][CH2:20][CH2:21][CH2:22][CH2:23][CH2:24][C:25]1[CH:30]=[CH:29][CH:28]=[CH:27][CH:26]=1.CN(P(N(C)C)(N(C)C)=O)C.C1OC1C>C(Cl)(Cl)Cl.CCN(CC)CC>[CH3:13][O:12][C:11]1[C:2]([O:1][CH2:19][CH2:20][CH2:21][CH2:22][CH2:23][CH2:24][C:25]2[CH:30]=[CH:29][CH:28]=[CH:27][CH:26]=2)=[C:3]2[C:8](=[C:9]([N+:14]([O-:16])=[O:15])[CH:10]=1)[N:7]=[CH:6][CH:5]=[C:4]2[CH3:17]. Procedure: To a stirred mixture of 5-hydroxy-6-methoxy-4-methyl-8-nitroquinoline (2.3 g, 0.01 mole), 1-bromo-6-phenylhexane (2.4 g, 0.01 mole) and HMPA (25 ml), at 130° C., was added dropwise, during 2 h, a mixture of Et3N (1ml) and propylene oxide (9 ml). After four more hours, an additional 10 ml of the Et3N--propylene oxide mixture was introduced. Heating was continued for 24 h and 1.2 g (0.005 mole) of 1-bromo-6-phenylhexane was added followed by another 10 ml of Et3N--propylene oxide. This final mixtu... The reactants are CCN(C(C)C)C(C)C, ClC(Cl)Cl, O=C(Cl)CCCCl, CCn1ncc2c(NC3CCOCC3)c(-c3nc(CN)no3)cnc21. Yields the product CCn1ncc2c(NC3CCOCC3)c(-c3nc(CNC(=O)CCCCl)no3)cnc21. As a reaction SMILES: [CH:33]([N:34]([CH:35]([CH3:36])[CH3:37])[CH2:38][CH3:39])([CH3:40])[CH3:41].[CH:42]([Cl:43])([Cl:44])[Cl:45].[Cl:1][CH2:2][CH2:3][CH2:4][C:5](=[O:6])[Cl:7].[NH2:8][CH2:9][c:10]1[n:11][o:12][c:13](-[c:15]2[c:16]([NH:26][CH:27]3[CH2:28][CH2:29][O:30][CH2:31][CH2:32]3)[c:17]3[c:18]([n:19][cH:20]2)[n:21]([CH2:24][CH3:25])[n:22][cH:23]3)[n:14]1>>[Cl:1][CH2:2][CH2:3][CH2:4][C:5](=[O:6])[NH:8][CH2:9][c:10]1[n:11][o:12][c:13](-[c:15]2[c:16]([NH:26][CH:27]3[CH2:28][CH2:29][O:30][CH2:31][CH2:32]3)[c:17]3[c:18]([n:19][cH:20]2)[n:21]([CH2:24][CH3:25])[n:22][cH:23]3)[n:14]1. Reactants: CC1=NN=C(O1)C(=O)NC(C)(C)C2=NC(=C(C(=O)N2C)O)C(=O)NCC=3C=CC(=CC3)F (Raltegravir), C(C)O (ethanol), C(C)#N (acetonitrile), C(C)(=O)[O-].[Ca+2].C(C)(=O)[O-] (calcium acetate). The solvent is O (water), CCCCCCC (n-Heptane), CCCCCCC (n-heptane). Conditions: temperature 67.5 celsius, time 6 hour. Yields the product CC1=NN=C(O1)C(=O)NC(C)(C)C2=NC(=C(C(=O)N2C)O)C(=O)NCC=3C=CC(=CC3)F.[Ca] (raltegravir calcium). The yield is 93.6%. As a reaction SMILES: [CH3:1][C:2]1[O:6][C:5]([C:7]([NH:9][C:10]([C:13]2[N:19]([CH3:20])[C:17](=[O:18])[C:16]([OH:21])=[C:15]([C:22]([NH:24][CH2:25][C:26]3[CH:27]=[CH:28][C:29]([F:32])=[CH:30][CH:31]=3)=[O:23])[N:14]=2)([CH3:12])[CH3:11])=[O:8])=[N:4][N:3]=1.C(O)C.C(#N)C.C([O-])(=O)C.[Ca+2:43].C([O-])(=O)C>CCCCCCC.O>[CH3:1][C:2]1[O:6][C:5]([C:7]([NH:9][C:10]([C:13]2[N:19]([CH3:20])[C:17](=[O:18])[C:16]([OH:21])=[C:15]([C:22]([NH:24][CH2:25][C:26]3[CH:27]=[CH:28][C:29]([F:32])=[CH:30][CH:31]=3)=[O:23])[N:14]=2)([CH3:12])[CH3:11])=[O:8])=[N:4][N:3]=1.[Ca:43] |f:3.4.5,8.9|. Reported procedure: Raltegravir (10 gm), ethanol (60 ml), acetonitrile (40 ml), water (2 ml) and calcium acetate (4 gm) were added at 25 to 30° C. The contents were heated to 65 to 70° C. and distilled off solvent completely under vacuum at 45° C. to obtain residue. To the residue was added n-heptane (50 ml) and again distilled to obtain residue. n-Heptane (100 ml) was added to the residue and stirred for 6 hours at room temperature. The solid obtained was collected by filtration and dried to obtain 10.2 gm of ralt...